Dataset: the Open Reaction Database (ORD), a public repository of structured organic reaction records. Task: describe an organic reaction: reactants, conditions, products, and yield The reactants are NC1=C(SC=C1)C(=O)OC (methyl 3-aminothiophene-2-carboxylate), N(=O)[O-].[Na+] (sodium nitrite), CNC (dimethylamine). Product: CN(C)N=NC1=C(SC=C1)C(=O)OC (methyl 3-[(dimethylamino)diazenyl]thiophene-2-carboxylate). RXN SMILES: [NH2:1][C:2]1[CH:6]=[CH:5][S:4][C:3]=1[C:7]([O:9][CH3:10])=[O:8].[N:11]([O-])=O.[Na+].[CH3:15][NH:16][CH3:17]>>[CH3:15][N:16]([N:11]=[N:1][C:2]1[CH:6]=[CH:5][S:4][C:3]=1[C:7]([O:9][CH3:10])=[O:8])[CH3:17] |f:1.2|. Procedure: Diazotization of methyl 3-aminothiophene-2-carboxylate or its precursors with sodium nitrite followed by treatment with dimethylamine provides methyl 3-[(dimethylamino)diazenyl]thiophene-2-carboxylate or its derivatives in good yield. Treatment of the above esters with ammonia gave the triazene analogs of formula (I) (3-[(dimethylamino)diazenyl]thiophene-2-carboxamide (compd No. 1), compd. No. 2, compd. No. 3, compd. No. 4, compd. No. 5). Procedure details: A mixture of 4-cyano-1-fluoro-2-nitrobenzene (35.1 mg, 0.2 mmol) and N,N-bis(2-methoxyethyl)amine (0.266 g, 2.4 mmol) in acetonitrile (10 mL) in a capped 20-mL vial was shaken at 80° C. overnight and concentrated. The concentrate was dissolved in methanol (10 mL), treated with Raney nickel (50% water suspension, 0.40 g, 6.8 mmol), filled with excess hydrogen, shaken at 50° C. for 1 hour, and filtered. The filtrate was concentrated and the concentrate was purified by HPLC with acetonitrile/water ... RXN SMILES: [C:1]([C:3]1[CH:8]=[CH:7][C:6](F)=[C:5]([N+:10]([O-])=O)[CH:4]=1)#[N:2].[CH3:13][O:14][CH2:15][CH2:16][NH:17][CH2:18][CH2:19][O:20][CH3:21].[H][H]>C(#N)C.[Ni]>[NH2:10][C:5]1[CH:4]=[C:3]([CH:8]=[CH:7][C:6]=1[N:17]([CH2:18][CH2:19][O:20][CH3:21])[CH2:16][CH2:15][O:14][CH3:13])[C:1]#[N:2]. Run in C(C)#N (acetonitrile). The reactants are C(#N)C1=CC(=C(C=C1)F)[N+](=O)[O-] (4-cyano-1-fluoro-2-nitrobenzene), COCCNCCOC (N,N-bis(2-methoxyethyl)amine), [H][H] (hydrogen). Reaction conditions: temperature 80 celsius, time 8 hour. The reagents and catalysts are [Ni] (Raney nickel). The product is NC=1C=C(C#N)C=CC1N(CCOC)CCOC (3-amino-4-[bis(2-methoxyethyl)amino]benzonitrile). Reactants: CCOC(=O)C1CSCN1.Cl (ethyl L-thiazolidine-4-carboxylate hydrochloride), ClC1=C(C(=O)Cl)C=CC=N1 (2-chloronicotinoyl chloride). Yields the product ClC1=C(C(=O)N2CSCC2C(=O)OCC)C=CC=N1 (ethyl N-(2-chloronicotinoyl)thiazolidine-4-carboxylate). Isolated yield 77.5%. RXN SMILES: [CH3:1][CH2:2][O:3][C:4]([CH:6]1[NH:10][CH2:9][S:8][CH2:7]1)=[O:5].Cl.[Cl:12][C:13]1[N:21]=[CH:20][CH:19]=[CH:18][C:14]=1[C:15](Cl)=[O:16]>>[Cl:12][C:13]1[N:21]=[CH:20][CH:19]=[CH:18][C:14]=1[C:15]([N:10]1[CH:6]([C:4]([O:3][CH2:2][CH3:1])=[O:5])[CH2:7][S:8][CH2:9]1)=[O:16] |f:0.1|. Procedure: Ethyl N-(2-chloronicotinoyl)thiazolidine-4-carboxylate is prepared as described in Example 5, from 23 g of ethyl L-thiazolidine-4-carboxylate hydrochloride and 20.4 g of 2-chloronicotinoyl chloride. 27 g of ethyl N-(2-chloronicotinoyl)thiazolidine-4-carboxylate are thus obtained in the form of a yellow oil, employed crude. Reactants: Cl.NC(CC(=O)O)C1=CC2=C(OCO2)C=C1 (3-amino-3-(benzo[1,3]dioxol-5-yl)propionic acid hydrochloride), O (water), TEA, C1(=CC=CC=C1)CC(=O)Cl (phenylacetyl chloride). Run in CC(=O)C (acetone), CC(=O)C (acetone). Run at temperature -5 celsius, time 2 hour. Yields the product C1(=CC=CC=C1)CC(=O)NC(CC(=O)O)C1=CC2=C(OCO2)C=C1 (3-(Phenylacetyl)amino-3-(benzo[1,3]dioxol-5-yl)propionic acid). As a reaction SMILES: Cl.[NH2:2][CH:3]([C:8]1[CH:16]=[CH:15][C:11]2[O:12][CH2:13][O:14][C:10]=2[CH:9]=1)[CH2:4][C:5]([OH:7])=[O:6].O.[C:18]1([CH2:24][C:25](Cl)=[O:26])[CH:23]=[CH:22][CH:21]=[CH:20][CH:19]=1>CC(C)=O>[C:18]1([CH2:24][C:25]([NH:2][CH:3]([C:8]2[CH:16]=[CH:15][C:11]3[O:12][CH2:13][O:14][C:10]=3[CH:9]=2)[CH2:4][C:5]([OH:7])=[O:6])=[O:26])[CH:23]=[CH:22][CH:21]=[CH:20][CH:19]=1 |f:0.1|. Reported procedure: 20 g of 3-amino-3-(benzo[1,3]dioxol-5-yl)propionic acid hydrochloride are placed in 10 ml of acetone, 30 ml of water and 38 ml of TEA at −5° C. and 14 ml of phenylacetyl chloride in 20 ml of acetone are added dropwise, followed by stirring for 2 hours at −5° C. The acetone is concentrated. The aqueous phase is washed with Et2O and the insoluble material is removed by filtration. The phases are separated again by settling and the aqueous phase is washed with Et2O and then acidified with 1N HCl to... Starting materials: [Li]CCCC, CCCC[Zn+], [Cl-], [Cl-], [Cl-], Clc1cn2nc(Cl)ccc2n1, Cl, C1CCOC1, [Zn+2]. Yields the product CCCCc1ccc2nc(Cl)cn2n1. Reaction SMILES: [CH2:1]([CH2:2][CH2:3][CH3:4])[Li:5].[CH2:7]([Zn+:8])[CH2:9][CH2:10][CH3:11].[Cl-:29].[Cl-:31].[Cl-:6].[Cl:12][c:13]1[n:14][c:15]2[n:16]([n:17][c:18]([Cl:21])[cH:19][cH:20]2)[cH:22]1.[ClH:23].[O:24]1[CH2:25][CH2:26][CH2:27][CH2:28]1.[Zn+2:30]>>[CH2:1]([CH2:2][CH2:3][CH3:4])[c:18]1[n:17][n:16]2[c:15]([n:14][c:13]([Cl:12])[cH:22]2)[cH:20][cH:19]1. As a reaction SMILES: [O:1]=[C:2]1[CH2:6][CH2:5][CH2:4][N:3]1[CH2:7][C:8]([O:10]CC)=O.[CH3:13][C:14]([N:18]1[CH2:23][CH2:22][CH2:21][CH2:20][CH2:19]1)([CH3:17])[CH2:15][NH2:16]>>[CH3:17][C:14]([N:18]1[CH2:23][CH2:22][CH2:21][CH2:20][CH2:19]1)([CH3:13])[CH2:15][NH:16][C:8](=[O:10])[CH2:7][N:3]1[CH2:4][CH2:5][CH2:6][C:2]1=[O:1]. Yields the product CC(CNC(CN1C(CCC1)=O)=O)(C)N1CCCCC1 (N-[2-methyl-2-(1-piperidinyl)propyl]-2-oxo-1-pyrrolidineacetamide). Procedure: From 8.56 g. of ethyl 2-oxo-1-pyrrolidineacetate and 12.5 g. of 2-methyl-2-(1-piperidinyl)propylamine [J.A.C.S. 68, 13 (1946)], following the procedure of Example 9, there is obtained N-[2-methyl-2-(1-piperidinyl)propyl]-2-oxo-1-pyrrolidineacetamide; m.p. 69° C. after crystallization from heptane. The reactants are O=C1N(CCC1)CC(=O)OCC (ethyl 2-oxo-1-pyrrolidineacetate), CC(CN)(C)N1CCCCC1 (2-methyl-2-(1-piperidinyl)propylamine). The reactants are ClC1=CC(=C(N=N1)C(=O)N)NC1=NC(=CC=C1)N1N=NC=C1 (6-Chloro-4-(6-[1,2,3]triazol-1-yl-pyridin-2-ylamino)-pyridazine-3-carboxylic acid amide), [C@@H]1([C@H](CCCC1)N)N (cis-Cyclohexane-1,2-diamine). The solvent is CN1C(CCC1)=O (N-methylpyrrolidinone), C([O-])(O)=O.[Na+] (sodium bicarbonate). Reaction conditions: temperature 150 celsius. Product: N[C@@H]1[C@@H](CCCC1)NC1=CC(=C(N=N1)C(=O)N)NC1=NC(=CC=C1)N1N=NC=C1 (6-(cis-2-amino-cyclohexylamino)-4-(6-[1,2,3]triazol-1-yl-pyridin-2-ylamino)-pyridazine-3-carboxylic acid amide). The yield is 23.7%. As a reaction SMILES: Cl[C:2]1[N:7]=[N:6][C:5]([C:8]([NH2:10])=[O:9])=[C:4]([NH:11][C:12]2[CH:17]=[CH:16][CH:15]=[C:14]([N:18]3[CH:22]=[CH:21][N:20]=[N:19]3)[N:13]=2)[CH:3]=1.[C@@H:23]1([NH2:30])[CH2:28][CH2:27][CH2:26][CH2:25][C@@H:24]1[NH2:29]>CN1CCCC1=O.C(=O)(O)[O-].[Na+]>[NH2:29][C@H:24]1[CH2:25][CH2:26][CH2:27][CH2:28][C@H:23]1[NH:30][C:2]1[N:7]=[N:6][C:5]([C:8]([NH2:10])=[O:9])=[C:4]([NH:11][C:12]2[CH:17]=[CH:16][CH:15]=[C:14]([N:18]3[CH:22]=[CH:21][N:20]=[N:19]3)[N:13]=2)[CH:3]=1 |f:3.4|. Reported procedure: 6-Chloro-4-(6-[1,2,3]triazol-1-yl-pyridin-2-ylamino)-pyridazine-3-carboxylic acid amide (44 mg, 0.139 mmol) was dissolved in N-methylpyrrolidinone (0.9 mL). cis-Cyclohexane-1,2-diamine (95 mg, 0.834 mmol) was added and the mixture was warmed to 150° C. After 16 h the mixture was cooled and concentrated in vacuo. The residue obtained was diluted with saturated aqueous sodium bicarbonate solution, then extracted with ethyl acetate. The combined organic extracts were washed with saturated aqueous s...